Dataset: the Open Reaction Database (ORD), a public repository of structured organic reaction records. Task: describe an organic reaction: reactants, conditions, products, and yield Product: Cl.O[C@@H]1CC2=C([C@@]3(C(C4=CC=5C(C(=CC(C5C(=C4C([C@]13OC)=O)O)=O)N[C@H]1O[C@H]([C@@H]([C@H]([C@H]1OC)O)OC)C)=O)=O)O)C(=C(C(=C2)C)C(=O)OC)OCC=2C=NC=CC2 ((6R,6aS,14aR)-methyl 6,8,14a-trihydroxy-11-((2S,3R,4R,5R,6S)-4-hydroxy-3,5-dimethoxy-6-methyltetrahydro-2H-pyran-2-ylamino)-6a-methoxy-3-methyl-7,9,12,14-tetraoxo-1-(pyridin-3-ylmethoxy)-5,6,6a,7,9,12,14,14a-octahydrobenzo[a]tetracene-2-carboxylate hydrochloride). Yield: 31.5%. Reported procedure: Following General Procedure: Method B using (6R,6aS,14aR)-methyl 1,6,8,14a-tetrahydroxy-11-((2S,3R,4R,5R,6S)-4-hydroxy-3,5-dimethoxy-6-methyltetrahydro-2H-pyran-2-ylamino)-6a-methoxy-3-methyl-7,9,12,14-tetraoxo-5,6,6a,7,9,12,14,14a-octahydrobenzo[a]tetracene-2-carboxylate (35 mg, 0.050 mmol), potassium carbonate (21 mg, 0.15 mmol) and 3-picolyl chloride hydrochloride (25 mg, 0.15 mmol), the product was purified by preparative TLC (silica gel, 95:5 dichloromethane/methanol) and converted to hydro... Reactants: OC1=C(C(=CC2=C1[C@@]1(C(C3=CC=4C(C(=CC(C4C(=C3C([C@@]1([C@@H](C2)O)OC)=O)O)=O)N[C@H]2O[C@H]([C@@H]([C@H]([C@H]2OC)O)OC)C)=O)=O)O)C)C(=O)OC ((6R,6aS,14aR)-methyl 1,6,8,14a-tetrahydroxy-11-((2S,3R,4R,5R,6S)-4-hydroxy-3,5-dimethoxy-6-methyltetrahydro-2H-pyran-2-ylamino)-6a-methoxy-3-methyl-7,9,12,14-tetraoxo-5,6,6a,7,9,12,14,14a-octahydrobenzo[a]tetracene-2-carboxylate), C([O-])([O-])=O.[K+].[K+] (potassium carbonate), Cl.N1=CC(=CC=C1)CCl (3-picolyl chloride hydrochloride). RXN SMILES: [OH:1][C:2]1[C:7]2[C@@:8]3([OH:45])[C@@:21]([O:25][CH3:26])([C@H:22]([OH:24])[CH2:23][C:6]=2[CH:5]=[C:4]([CH3:46])[C:3]=1[C:47]([O:49][CH3:50])=[O:48])[C:20](=[O:27])[C:19]1[C:10](=[CH:11][C:12]2[C:13](=[O:43])[C:14]([NH:30][C@@H:31]4[C@H:36]([O:37][CH3:38])[C@H:35]([OH:39])[C@@H:34]([O:40][CH3:41])[C@H:33]([CH3:42])[O:32]4)=[CH:15][C:16](=[O:29])[C:17]=2[C:18]=1[OH:28])[C:9]3=[O:44].C(=O)([O-])[O-].[K+].[K+].Cl.[N:58]1[CH:63]=[CH:62][CH:61]=[C:60]([CH2:64][Cl:65])[CH:59]=1>>[ClH:65].[OH:24][C@H:22]1[C@:21]2([O:25][CH3:26])[C@@:8]([OH:45])([C:9](=[O:44])[C:10]3[C:19]([C:20]2=[O:27])=[C:18]([OH:28])[C:17]2[C:16](=[O:29])[CH:15]=[C:14]([NH:30][C@@H:31]4[C@H:36]([O:37][CH3:38])[C@H:35]([OH:39])[C@@H:34]([O:40][CH3:41])[C@H:33]([CH3:42])[O:32]4)[C:13](=[O:43])[C:12]=2[CH:11]=3)[C:7]2[C:2]([O:1][CH2:64][C:60]3[CH:59]=[N:58][CH:63]=[CH:62][CH:61]=3)=[C:3]([C:47]([O:49][CH3:50])=[O:48])[C:4]([CH3:46])=[CH:5][C:6]=2[CH2:23]1 |f:1.2.3,4.5,6.7|.